The task is: describe an organic reaction: reactants, conditions, products, and yield. This data is from the Open Reaction Database (ORD), a public repository of structured organic reaction records. RXN SMILES: N[C:2]1[S:3][C:4]2[CH:10]=[C:9]([C:11]([O:13][CH3:14])=[O:12])[CH:8]=[C:7]([O:15][CH3:16])[C:5]=2[N:6]=1.OP(O)(O)=O.N([O-])=O.[Na+].[Na+].[Cl-:27]>O.[O-]S([O-])(=O)=O.[Cu+2]>[Cl:27][C:2]1[S:3][C:4]2[CH:10]=[C:9]([C:11]([O:13][CH3:14])=[O:12])[CH:8]=[C:7]([O:15][CH3:16])[C:5]=2[N:6]=1 |f:2.3,4.5,7.8|. Reactants: [Na+].[Cl-] (NaCl), NC=1SC2=C(N1)C(=CC(=C2)C(=O)OC)OC (methyl 2-amino-4-methoxybenzo[d]thiazole-6-carboxylate), OP(=O)(O)O (H3PO4), N(=O)[O-].[Na+] (NaNO2). Reported procedure: A 1000-mL 3-necked round-bottom flask was charged with a solution of methyl 2-amino-4-methoxybenzo[d]thiazole-6-carboxylate (5 g, 21.01 mmol, 1.00 equiv) and H3PO4 (40 mL). To this is added of a solution of NaNO2 (4.5 g, 65.22 mmol, 3.00 equiv) in water (10 mL) dropwise at 0°C. The resulting solution was stirred fo(1 h at 0°C. A solution of CuSO4 (10 g, 62.50 mmol, 5.00 equiv) in water (10 mL) was then added dropwise at 0°C., followed by a solution of NaCl (18.5 g, 318.97 mmol, 15.00 equiv) in w... The solvent is O (water), O (water), O (water), O (water). The reagents and catalysts are [O-]S(=O)(=O)[O-].[Cu+2] (CuSO4). The product is ClC=1SC2=C(N1)C(=CC(=C2)C(=O)OC)OC (methyl 2-chloro-4-methoxybenzo[d]thiazole-6-carboxylate).